Dataset: the Open Reaction Database (ORD), a public repository of structured organic reaction records. Task: describe an organic reaction: reactants, conditions, products, and yield RXN SMILES: [CH2:1]([c:2]1[cH:3][cH:4][cH:5][cH:6][cH:7]1)[O:8][N:9]1[CH:10]([CH2:11][CH2:12][C:13](=[O:14])[C:15](=[N+:16]=[N-:17])[C:18]([O:19][CH3:20])=[O:21])[CH2:22][C:23]1=[O:24].[CH2:25]([Cl:26])[Cl:27]>>[CH:1]([c:2]1[cH:3][cH:4][cH:5][cH:6][cH:7]1)=[O:8]. The reactants are COC(=O)C(=[N+]=[N-])C(=O)CCC1CC(=O)N1OCc1ccccc1, ClCCl. Product: O=Cc1ccccc1. RXN SMILES: [O:1]=[C:2]1[NH:6][C:5](=[O:7])[C:4](=[CH:8][C:9]2[CH:27]=[CH:26][C:12]([O:13][C:14]3[CH:21]=[CH:20][C:17]([C:18]#[N:19])=[CH:16][C:15]=3[C:22]([F:25])([F:24])[F:23])=[C:11]([F:28])[CH:10]=2)[S:3]1.Cl[CH2:30][CH2:31][N:32]1[CH2:37][CH2:36][O:35][CH2:34][CH2:33]1>>[F:28][C:11]1[CH:10]=[C:9]([CH:8]=[C:4]2[S:3][C:2](=[O:1])[N:6]([CH2:30][CH2:31][N:32]3[CH2:37][CH2:36][O:35][CH2:34][CH2:33]3)[C:5]2=[O:7])[CH:27]=[CH:26][C:12]=1[O:13][C:14]1[CH:21]=[CH:20][C:17]([C:18]#[N:19])=[CH:16][C:15]=1[C:22]([F:25])([F:23])[F:24]. Starting materials: O=C1SC(C(N1)=O)=CC1=CC(=C(OC2=C(C=C(C#N)C=C2)C(F)(F)F)C=C1)F (4-[4-(2,4-Dioxo-thiazolidin-5-ylidenemethyl)-2-fluoro-phenoxy]-3-trifluoromethyl-benzonitrile), ClCCN1CCOCC1 (4-(2-Chloro-ethyl)-morpholine). Procedure: The title compound was prepared using 4-[4-(2,4-Dioxo-thiazolidin-5-ylidenemethyl)-2-fluoro-phenoxy]-3-trifluoromethyl-benzonitrile and 4-(2-Chloro-ethyl)-morpholine as described in Example 1. 1H NMR (400 Hz, CDCl3) δ 8.01 (s, 1H), 7.83 (s, 1H), 7.74 (dd, 1H), 7.34 (m, 3H), 6.91 (d, 1H), 3.92 (t, 2H), 3.69 (bt, 2H), 2.69 (bt, 2H), 2.57 (bs, 2H); LC/MS (m/z) [M+1]+ 522.2 (calculated for C24H20F4N3O4S, 522.49). The product is FC1=C(OC2=C(C=C(C#N)C=C2)C(F)(F)F)C=CC(=C1)C=C1C(N(C(S1)=O)CCN1CCOCC1)=O (4-{2-Fluoro-4-[3-(2-morpholin-4-yl-ethyl)-2,4-dioxo-thiazolidin-5-ylidenemethyl]-phenoxy}-3-trifluoromethyl-benzonitrile). Starting materials: N#Cc1cc(F)c(N)cc1F, Cc1ccccc1, S=C(Cl)Cl. Yields the product N#Cc1cc(F)c(N=C=S)cc1F. RXN SMILES: [C:1](#[N:2])[c:3]1[cH:4][c:5]([F:11])[c:6]([NH2:7])[cH:8][c:9]1[F:10].[CH3:16][c:17]1[cH:18][cH:19][cH:20][cH:21][cH:22]1.[Cl:12][C:13]([Cl:14])=[S:15]>>[C:1](#[N:2])[c:3]1[cH:4][c:5]([F:11])[c:6]([N:7]=[C:13]=[S:15])[cH:8][c:9]1[F:10].